Task: describe an organic reaction: reactants, conditions, products, and yield. Dataset: the Open Reaction Database (ORD), a public repository of structured organic reaction records As a reaction SMILES: [CH3:32][CH2:33][O:34][C:35](=[O:36])[CH3:37].[Cl:1][c:2]1[cH:3][c:4]([F:29])[c:5](-[n:16]2[c:17](=[O:28])[n:18]([CH3:27])[c:19]([C:23]([F:24])([F:25])[F:26])[cH:20][c:21]2=[O:22])[cH:6][c:7]1[O:8][CH2:9][c:10]1[cH:11][cH:12][cH:13][cH:14][cH:15]1.[H:30][H:31]>>[Cl:1][c:2]1[cH:3][c:4]([F:29])[c:5](-[n:16]2[c:17](=[O:28])[n:18]([CH3:27])[c:19]([C:23]([F:24])([F:25])[F:26])[cH:20][c:21]2=[O:22])[cH:6][c:7]1[OH:8]. Yields the product Cn1c(C(F)(F)F)cc(=O)n(-c2cc(O)c(Cl)cc2F)c1=O. Starting materials: CCOC(C)=O, Cn1c(C(F)(F)F)cc(=O)n(-c2cc(OCc3ccccc3)c(Cl)cc2F)c1=O, [H][H]. Starting materials: CCOC(C)=O, N#CCCl, [H-], Nc1nonc1-c1nc2cnccc2n1-c1ccc(O)cc1, [Na+], CN(C)C=O, O. Product: N#CCOc1ccc(-n2c(-c3nonc3N)nc3cnccc32)cc1. Reaction SMILES: [CH3:35][CH2:36][O:37][C:38]([CH3:39])=[O:40].[Cl:25][CH2:26][C:27]#[N:28].[H-:24].[NH2:1][c:2]1[c:3](-[c:7]2[n:8](-[c:16]3[cH:17][cH:18][c:19]([OH:22])[cH:20][cH:21]3)[c:9]3[c:10]([cH:11][n:12][cH:13][cH:14]3)[n:15]2)[n:4][o:5][n:6]1.[Na+:23].[O:30]=[CH:31][N:32]([CH3:33])[CH3:34].[OH2:29]>>[NH2:1][c:2]1[c:3](-[c:7]2[n:8](-[c:16]3[cH:17][cH:18][c:19]([O:22][CH2:26][C:27]#[N:28])[cH:20][cH:21]3)[c:9]3[c:10]([cH:11][n:12][cH:13][cH:14]3)[n:15]2)[n:4][o:5][n:6]1.